This data is from the Open Reaction Database (ORD), a public repository of structured organic reaction records. The task is: describe an organic reaction: reactants, conditions, products, and yield Reactants: ClC(C=CCCCCCCCCCO)(F)F (12-chloro-12,12-difluoro-10-dodecen-1-ol), P(Br)(Br)Br (phosphorus tribromide), ice water. Solvent: O (water). Conditions: time 18 hour. Product: ClC(C=CCCCCCCCCCBr)(F)F (12-chloro-12,12-difluoro-10-dodecenyl bromide). The yield is 197.9%. As a reaction SMILES: [Cl:1][C:2]([F:16])([F:15])[CH:3]=[CH:4][CH2:5][CH2:6][CH2:7][CH2:8][CH2:9][CH2:10][CH2:11][CH2:12][CH2:13]O.P(Br)(Br)[Br:18]>O>[Cl:1][C:2]([F:16])([F:15])[CH:3]=[CH:4][CH2:5][CH2:6][CH2:7][CH2:8][CH2:9][CH2:10][CH2:11][CH2:12][CH2:13][Br:18]. Reported procedure: Under an argon atmosphere 4.8 grams (0.019 mole) of 12-chloro-12,12-difluoro-10-dodecen-1-ol (prepared in Example 1) was stirred, and 0.65 ml (0.007 mole) of phosphorus tribromide was added dropwise using a syringe. Upon completion of addition, the reaction mixture was stirred at ambient temperature for 18 hours. After this time the reaction mixture was poured into 100 ml of ice/water with stirring. An additional 300 ml of water was added to the gelatinous mixture, and stirring was continued for... Reactants: Cc1ccccc1, Cl, CC(SC1COC(c2ccccc2)OC1)C(O)(Cn1cncn1)c1ccccc1F. Product: CC(SC(CO)CO)C(O)(Cn1cncn1)c1ccccc1F. Reaction SMILES: [CH3:32][c:33]1[cH:34][cH:35][cH:36][cH:37][cH:38]1.[ClH:1].[F:2][c:3]1[c:4]([C:9]([CH2:10][n:11]2[n:12][cH:13][n:14][cH:15]2)([CH:16]([CH3:17])[S:18][CH:19]2[CH2:20][O:21][CH:22]([c:25]3[cH:26][cH:27][cH:28][cH:29][cH:30]3)[O:23][CH2:24]2)[OH:31])[cH:5][cH:6][cH:7][cH:8]1>>[F:2][c:3]1[c:4]([C:9]([CH2:10][n:11]2[n:12][cH:13][n:14][cH:15]2)([CH:16]([CH3:17])[S:18][CH:19]([CH2:20][OH:21])[CH2:24][OH:23])[OH:31])[cH:5][cH:6][cH:7][cH:8]1. Starting materials: O (water), ClC=1C(=NC=CN1)N1CCN(CC1)CC=1C=NN(C1C)C (3′-chloro-4-(1,5-dimethyl-1H-pyrazol-4-ylmethyl)-3,4,5,6-tetrahydro-2H-[1,2′]bipyrazinyl), OC1=CC=C(C=C1)B(O)O (4-(hydroxy)benzene boronic acid), C([O-])([O-])=O.[K+].[K+] (potassium carbonate), O (water). Reagents/catalysts: C=1C=CC(=CC1)[P](C=2C=CC=CC2)(C=3C=CC=CC3)[Pd]([P](C=4C=CC=CC4)(C=5C=CC=CC5)C=6C=CC=CC6)([P](C=7C=CC=CC7)(C=8C=CC=CC8)C=9C=CC=CC9)[P](C=1C=CC=CC1)(C=1C=CC=CC1)C=1C=CC=CC1 (tetrakis(triphenylphosphine)palladium(0)). The solvent is CN(C(C)=O)C (N,N-dimethylacetamide). The product is CN1N=CC(=C1C)CN1CCN(CC1)C1=NC=CN=C1C1=CC=C(C=C1)O (4-[4-(1,5-dimethyl-1H-pyrazol-4-ylmethyl)-3,4,5,6-tetrahydro-2H-[1,2′]bipyrazinyl-3′-yl]-phenol). The yield is 85.6%. As a reaction SMILES: Cl[C:2]1[C:3]([N:8]2[CH2:13][CH2:12][N:11]([CH2:14][C:15]3[CH:16]=[N:17][N:18]([CH3:21])[C:19]=3[CH3:20])[CH2:10][CH2:9]2)=[N:4][CH:5]=[CH:6][N:7]=1.[OH:22][C:23]1[CH:28]=[CH:27][C:26](B(O)O)=[CH:25][CH:24]=1.C(=O)([O-])[O-].[K+].[K+].O>CN(C)C(=O)C.C1C=CC([P]([Pd]([P](C2C=CC=CC=2)(C2C=CC=CC=2)C2C=CC=CC=2)([P](C2C=CC=CC=2)(C2C=CC=CC=2)C2C=CC=CC=2)[P](C2C=CC=CC=2)(C2C=CC=CC=2)C2C=CC=CC=2)(C2C=CC=CC=2)C2C=CC=CC=2)=CC=1>[CH3:21][N:18]1[C:19]([CH3:20])=[C:15]([CH2:14][N:11]2[CH2:12][CH2:13][N:8]([C:3]3[C:2]([C:26]4[CH:27]=[CH:28][C:23]([OH:22])=[CH:24][CH:25]=4)=[N:7][CH:6]=[CH:5][N:4]=3)[CH2:9][CH2:10]2)[CH:16]=[N:17]1 |f:2.3.4,^1:48,50,69,88|. Procedure: Stir together 3′-chloro-4-(1,5-dimethyl-1H-pyrazol-4-ylmethyl)-3,4,5,6-tetrahydro-2H-[1,2′]bipyrazinyl (920 mg, 3.00 mmol), 4-(hydroxy)benzene boronic acid (497 mg, 3.6 mmol), potassium carbonate (996 mg, 7.2 mmol), tetrakis(triphenylphosphine)palladium(0) (0.018 g, 0.015 mmol) and water (6 mL) in N,N-dimethylacetamide (12 mL) at 120° C. for 5 hr. Cool to room temperature, add water (20 mL), extract with DCM (3×30 mL) and pass through an IST Phase Separator Frit®. Purify using SCX chromatography... The reactants are [OH-].[Li+] (lithium hydroxide), COC(=O)C1=CC(=NC(=C1)NC1CCC1)C(=O)OCC (6-cyclobutylaminopyridine-2,4-dicarboxylic acid 2-ethyl ester 4-methyl ester). Run in C1CCOC1 (THF). Conditions: time 1 hour. Product: CCOC(=O)C1=NC(=CC(=C1)C(=O)O)NC1CCC1 (6-Cyclobutylaminopyridine-2,4-dicarboxylic acid 2-ethyl ester). Reaction SMILES: [OH-].[Li+].C[O:4][C:5]([C:7]1[CH:12]=[C:11]([NH:13][CH:14]2[CH2:17][CH2:16][CH2:15]2)[N:10]=[C:9]([C:18]([O:20][CH2:21][CH3:22])=[O:19])[CH:8]=1)=[O:6]>C1COCC1>[CH3:22][CH2:21][O:20][C:18]([C:9]1[CH:8]=[C:7]([C:5]([OH:6])=[O:4])[CH:12]=[C:11]([NH:13][CH:14]2[CH2:15][CH2:16][CH2:17]2)[N:10]=1)=[O:19] |f:0.1|. Procedure details: Add 1 N lithium hydroxide (0.80 mL, 0.802 mmol) to a solution of 6-cyclobutylaminopyridine-2,4-dicarboxylic acid 2-ethyl ester 4-methyl ester (0.223 g, 0.802 mmol) in THF (2 mL) at 0° C. Stir for 1 h, acidify the solution to about pH=2, concentrate the solvent to one half volume. Partition the residue between ethyl acetate and water, and extract the aqueous layer with ethyl acetate (2×15 mL). Wash the combined organic extracts with saturated aqueous sodium chloride, dry (magnesium sulfate) and c...